This data is from the Open Reaction Database (ORD), a public repository of structured organic reaction records. The task is: describe an organic reaction: reactants, conditions, products, and yield Starting materials: C1CCOC1, CCO, CCOC(=O)C1CCOc2cc(Oc3ccc(C(=O)NC4CCC(c5ccc(Cl)cc5)CC4)cc3)c(Cl)cc21, [Na+], [OH-]. The product is O=C(NC1CCC(c2ccc(Cl)cc2)CC1)c1ccc(Oc2cc3c(cc2Cl)C(C(=O)O)CCO3)cc1. As a reaction SMILES: [CH2:42]1[O:43][CH2:44][CH2:45][CH2:46]1.[CH3:47][CH2:48][OH:49].[Cl:1][c:2]1[cH:3][c:4]2[c:9]([cH:10][c:11]1[O:12][c:13]1[cH:14][cH:15][c:16]([C:19]([NH:20][CH:21]3[CH2:22][CH2:23][CH:24]([c:27]4[cH:28][cH:29][c:30]([Cl:33])[cH:31][cH:32]4)[CH2:25][CH2:26]3)=[O:34])[cH:17][cH:18]1)[O:8][CH2:7][CH2:6][CH:5]2[C:35](=[O:36])[O:37][CH2:38][CH3:39].[Na+:41].[OH-:40]>>[Cl:1][c:2]1[cH:3][c:4]2[c:9]([cH:10][c:11]1[O:12][c:13]1[cH:14][cH:15][c:16]([C:19]([NH:20][CH:21]3[CH2:22][CH2:23][CH:24]([c:27]4[cH:28][cH:29][c:30]([Cl:33])[cH:31][cH:32]4)[CH2:25][CH2:26]3)=[O:34])[cH:17][cH:18]1)[O:8][CH2:7][CH2:6][CH:5]2[C:35](=[O:36])[OH:37].